This data is from the Open Reaction Database (ORD), a public repository of structured organic reaction records. The task is: describe an organic reaction: reactants, conditions, products, and yield Starting materials: NC1=CC=C(C(=O)N2CC(CC2)N(C)C)C=C1 (1-(4-aminobenzoyl)-3-dimethylamino-pyrrolidine), BrC1=CSC2=C1C=CC=C2 (3-bromobenzothiophene), CC(C)([O-])C.[Na+] (sodium tert-butoxide). The reagents and catalysts are C=1C=CC(=CC1)/C=C/C(=O)/C=C/C2=CC=CC=C2.C=1C=CC(=CC1)/C=C/C(=O)/C=C/C2=CC=CC=C2.C=1C=CC(=CC1)/C=C/C(=O)/C=C/C2=CC=CC=C2.[Pd].[Pd] (tris(dibenzylideneacetone)dipalladium(0)), CC(C)(C)P([C]1[CH][CH][CH][CH]1)C(C)(C)C.C1=CC=C(C=C1)[C]2[C]([C]([C]([C]2C3=CC=CC=C3)C4=CC=CC=C4)C5=CC=CC=C5)C6=CC=CC=C6.[Fe] (CTC-Q-Phos). Run at temperature 80 celsius. Yields the product S1C=C(C2=C1C=CC=C2)NC2=CC=C(C(=O)N1CC(CC1)N(C)C)C=C2 (1-[4-(1-Benzothien-3-ylamino)benzoyl]-N,N-dimethylpyrrolidin-3-amine). Isolated yield 14.3%. Reaction SMILES: [NH2:1][C:2]1[CH:17]=[CH:16][C:5]([C:6]([N:8]2[CH2:12][CH2:11][CH:10]([N:13]([CH3:15])[CH3:14])[CH2:9]2)=[O:7])=[CH:4][CH:3]=1.Br[C:19]1[C:23]2[CH:24]=[CH:25][CH:26]=[CH:27][C:22]=2[S:21][CH:20]=1.CC(C)([O-])C.[Na+]>C1C=CC(/C=C/C(/C=C/C2C=CC=CC=2)=O)=CC=1.C1C=CC(/C=C/C(/C=C/C2C=CC=CC=2)=O)=CC=1.C1C=CC(/C=C/C(/C=C/C2C=CC=CC=2)=O)=CC=1.[Pd].[Pd].CC(P(C(C)(C)C)[C]1[CH][CH][CH][CH]1)(C)C.C1C=CC([C]2[C](C3C=CC=CC=3)[C](C3C=CC=CC=3)[C](C3C=CC=CC=3)[C]2C2C=CC=CC=2)=CC=1.[Fe]>[S:21]1[C:22]2[CH:27]=[CH:26][CH:25]=[CH:24][C:23]=2[C:19]([NH:1][C:2]2[CH:17]=[CH:16][C:5]([C:6]([N:8]3[CH2:12][CH2:11][CH:10]([N:13]([CH3:14])[CH3:15])[CH2:9]3)=[O:7])=[CH:4][CH:3]=2)=[CH:20]1 |f:2.3,4.5.6.7.8,9.10.11,^1:96,97,98,99,100,107,108,115,122,129|. Reported procedure: A mixture of 1-(4-aminobenzoyl)-3-dimethylamino-pyrrolidine (50 mg, 0.21 mmol), 3-bromobenzothiophene (50 mg, 0.23 mmol), sodium tert-butoxide (44 mg, 34 mmol), tris(dibenzylideneacetone)dipalladium(0) (3 mg, 0.002 mmol), CTC-Q-Phos (6 mg, 0.004 mmol) is heated to 80° C. for 16 h and concentrated in vacuo. The resultant residue is dissolved in a mixture of DMSO, methanol and water and purified by reverse-phase semi-preparative HPLC1 to give the title compound as a white powder (11 mg), identifie... Reactants: C(C)OC(=O)C1(CCN(CC1)CC1=CC=C(C=C1)C#N)S(=O)(=O)C1=CC=C(C=C1)OCCCC (4-(4-Butoxy-benzenesulfonyl)-1-(4-cyano-benzyl)-piperidine-4-carboxylic ethyl ester), CO (Methanol), [OH-].[Na+] (NaOH). The solvent is C1CCOC1 (THF). Product: C(CCC)OC1=CC=C(C=C1)S(=O)(=O)C1(CCN(CC1)CC1=CC=C(C=C1)C#N)C(=O)O (4-(4-Butoxy-benzenesulfonyl)-1-(4-cyanobenzyl)-piperidine-4-carboxylic acid). As a reaction SMILES: C([O:3][C:4]([C:6]1([S:21]([C:24]2[CH:29]=[CH:28][C:27]([O:30][CH2:31][CH2:32][CH2:33][CH3:34])=[CH:26][CH:25]=2)(=[O:23])=[O:22])[CH2:11][CH2:10][N:9]([CH2:12][C:13]2[CH:18]=[CH:17][C:16]([C:19]#[N:20])=[CH:15][CH:14]=2)[CH2:8][CH2:7]1)=[O:5])C.CO.[OH-].[Na+]>C1COCC1>[CH2:31]([O:30][C:27]1[CH:28]=[CH:29][C:24]([S:21]([C:6]2([C:4]([OH:5])=[O:3])[CH2:11][CH2:10][N:9]([CH2:12][C:13]3[CH:14]=[CH:15][C:16]([C:19]#[N:20])=[CH:17][CH:18]=3)[CH2:8][CH2:7]2)(=[O:22])=[O:23])=[CH:25][CH:26]=1)[CH2:32][CH2:33][CH3:34] |f:2.3|. Procedure details: 4-(4-Butoxy-benzenesulfonyl)-1-(4-cyanobenzyl)-piperidine-4-carboxylic acid was prepared starting from 4-(4-Butoxy-benzenesulfonyl)-1-(4-cyano-benzyl)-piperidine-4-carboxylic ethyl ester (10.0 g, 124 mmol) dissolved in THF:Methanol (75: 50 ml) and 10N NaOH (20 ml). The resulting reaction mixture was worked up as outlined in example 83. Yield 0.7 g (11%); off white solid; MS: 456.0 (M+H)+